Dataset: the Open Reaction Database (ORD), a public repository of structured organic reaction records. Task: describe an organic reaction: reactants, conditions, products, and yield Starting materials: C(#N)C1=C(C=C(C=C1)/C=C/C(=O)OC(C)(C)C)[N+](=O)[O-] (tert-butyl (2E)-3-(4-cyano-3-nitrophenyl)acrylate), [H][H] (hydrogen). The reagents and catalysts are [Pd] (palladium on carbon). The solvent is C(C)O (ethanol). The product is NC=1C=C(C=CC1C#N)CCC(=O)OC(C)(C)C (tert-Butyl 3-(3-amino-4-cyanophenyl)propanoate). RXN SMILES: [C:1]([C:3]1[CH:8]=[CH:7][C:6](/[CH:9]=[CH:10]/[C:11]([O:13][C:14]([CH3:17])([CH3:16])[CH3:15])=[O:12])=[CH:5][C:4]=1[N+:18]([O-])=O)#[N:2].[H][H]>[Pd].C(O)C>[NH2:18][C:4]1[CH:5]=[C:6]([CH2:9][CH2:10][C:11]([O:13][C:14]([CH3:17])([CH3:16])[CH3:15])=[O:12])[CH:7]=[CH:8][C:3]=1[C:1]#[N:2]. Procedure details: 4.9 mg of palladium on carbon (10%) were added to a solution of 48.9 mg (0.18 mmol) of tert-butyl (2E)-3-(4-cyano-3-nitrophenyl)acrylate in 4.4 ml of ethanol. The reaction mixture was hydrogenated using a hydrogen pressure of 1 bar at RT overnight. The mixture was then filtered through celite and the filtrate was concentrated. This gave 43.5 mg (99% of theory) of the target compound of a purity of 85%. The reactants are C(C(C)C)N1C=NC=2C(=NC=3C=CC(=CC3C21)C=C)N (1-isobutyl-8-vinyl-1H-imidazo[4,5-c]quinolin-4-amine), CO (methanol), CSC (dimethyl sulfide). Solvent: ClCCl (dichloromethane). Product: NC1=NC=2C=CC(=CC2C2=C1N=CN2CC(C)C)C=O (4-amino-1-isobutyl-1H-imidazo[4,5-c]quinoline-8-carbaldehyde). As a reaction SMILES: [CH2:1]([N:5]1[C:17]2[C:16]3[CH:15]=[C:14]([CH:18]=C)[CH:13]=[CH:12][C:11]=3[N:10]=[C:9]([NH2:20])[C:8]=2[N:7]=[CH:6]1)[CH:2]([CH3:4])[CH3:3].CSC.C[OH:25]>ClCCl>[NH2:20][C:9]1[C:8]2[N:7]=[CH:6][N:5]([CH2:1][CH:2]([CH3:4])[CH3:3])[C:17]=2[C:16]2[CH:15]=[C:14]([CH:18]=[O:25])[CH:13]=[CH:12][C:11]=2[N:10]=1. Procedure details: A solution of 1-isobutyl-8-vinyl-1H-imidazo[4,5-c]quinolin-4-amine (500 mg, 1.9 mmol) in dichloromethane (30 mL) and methanol (5 mL) was cooled to −78° C. Ozone was bubbled through the solution for 10 minutes. While still cold, the reaction was purged with oxygen for 15 minutes and dimethyl sulfide (0.7 mL, 9.4 mmol) was added. The reaction was warmed to ambient temperature and then concentrated under reduced pressure. The residue was dissolved in dichloromethane (50 mL) and washed with 1% aqueo... The reactants are CC#N, O=C=NS(=O)(=O)c1cccnc1Cl, COc1cc(C)nc(N)n1, [Na+], [OH-], O. Product: COc1cc(C)nc(NC(=O)NS(=O)(=O)c2cccnc2Cl)n1. As a reaction SMILES: [CH3:27][C:28]#[N:29].[Cl:11][c:12]1[n:13][cH:14][cH:15][cH:16][c:17]1[S:18](=[O:19])(=[O:20])[N:21]=[C:22]=[O:23].[NH2:1][c:2]1[n:3][c:4]([CH3:10])[cH:5][c:6]([O:8][CH3:9])[n:7]1.[Na+:26].[OH-:25].[OH2:24]>>[NH:1]([c:2]1[n:3][c:4]([CH3:10])[cH:5][c:6]([O:8][CH3:9])[n:7]1)[C:22]([NH:21][S:18]([c:17]1[c:12]([Cl:11])[n:13][cH:14][cH:15][cH:16]1)(=[O:19])=[O:20])=[O:23]. The reactants are solution, CC1C(C(CCC1)C)=O (2,6-dimethylcyclohexanone), Cl.CN (methylamine hydrochloride), C=O (formalin), C(C)(=O)O (acetic acid). Run at temperature 100 celsius. The product is CC12CN(CC(CCC1)(C2=O)C)C (1,3,5-Trimethyl-3-azabicyclo[3.3.1]nonan-9-one). RXN SMILES: [CH3:1][CH:2]1[CH2:7][CH2:6][CH2:5][CH:4]([CH3:8])[C:3]1=O.Cl.[CH3:11][NH2:12].[CH2:13]=[O:14].[C:15](O)(=O)C>>[CH3:1][C:2]12[C:13](=[O:14])[C:4]([CH3:8])([CH2:5][CH2:6][CH2:7]1)[CH2:3][N:12]([CH3:15])[CH2:11]2 |f:1.2|. Procedure details: To 1 l of a solution of 25 g of 2,6-dimethylcyclohexanone in acetic acid were added 13.5 g of methylamine hydrochloride and 32.4 g of formalin (37% aqueous solution) and the resulting mixture was heated to 100° C. for 2 hours. After removing the solvent under reduced pressure, the obtained residue was distributed between ethyl acetate and an aqueous solution of potassium carbonate. The organic layer was extracted and dried over anhydrous sodium sulfate. Then the residue was purified by silica ge... The reactants are [Cr](=O)(=O)([O-])Cl.[NH+]1=CC=CC=C1 (pyridinium chlorochromate), C(C)(=O)[O-].[Na+] (sodium acetate), COC(=O)C1(OC1)C(CCCCCOC1=CC=C(C=C1)Cl)O (2-[6-(4-chlorophenoxy)-1-hydroxyhexyl]-2-oxiranecarboxylic acid methyl ester). Run in C(C)OCC (ethyl ether), C(Cl)Cl (methylene chloride). Conditions: time 4 hour. The product is COC(=O)C1(OC1)C(CCCCCOC1=CC=C(C=C1)Cl)=O (2-[6-(4-Chlorophenoxy)-1-oxohexyl]-2-oxiranecarboxylic acid methyl ester). Yield: 56.4%. As a reaction SMILES: [Cr](Cl)([O-])(=O)=O.[NH+]1C=CC=CC=1.C([O-])(=O)C.[Na+].[CH3:17][O:18][C:19]([C:21]1([CH:24]([OH:38])[CH2:25][CH2:26][CH2:27][CH2:28][CH2:29][O:30][C:31]2[CH:36]=[CH:35][C:34]([Cl:37])=[CH:33][CH:32]=2)[CH2:23][O:22]1)=[O:20]>C(Cl)Cl.C(OCC)C>[CH3:17][O:18][C:19]([C:21]1([C:24](=[O:38])[CH2:25][CH2:26][CH2:27][CH2:28][CH2:29][O:30][C:31]2[CH:36]=[CH:35][C:34]([Cl:37])=[CH:33][CH:32]=2)[CH2:23][O:22]1)=[O:20] |f:0.1,2.3|. Procedure: To a suspension of 11.6 g (54 mmol) of pyridinium chlorochromate and 4.4 g (54 mmol) of sodium acetate in 200 ml of methylene chloride is added 2.95 g (9 mmol) of 2-[6-(4-chlorophenoxy)-1-hydroxyhexyl]-2-oxiranecarboxylic acid methyl ester (isomer A) prepared according to the procedure of Example 2, part 2, at room temperature under a nitrogen atmosphere. The mixture is stirred for 4 hours, is diluted with 600 ml of ethyl ether and is filtered through Florisil. Rotoevaporation gives 2.2 g of cru... Starting materials: COS(=O)(=O)OC, [Na+], [Na+], O=C([O-])[O-], COc1cc(C=O)ccc1O, O. The product is COc1ccc(C=O)cc1OC. Reaction SMILES: [CH3:12][O:13][S:14]([O:15][CH3:16])(=[O:17])=[O:18].[Na+:19].[Na+:20].[O-:21][C:22](=[O:23])[O-:24].[O:1]=[CH:2][c:3]1[cH:4][c:5]([O:6][CH3:7])[c:8]([OH:9])[cH:10][cH:11]1.[OH2:25]>>[O:1]=[CH:2][c:3]1[cH:4][c:5]([O:6][CH3:7])[c:8]([O:9][CH3:12])[cH:10][cH:11]1. Starting materials: ice water, ClC1=CC=C(C(=N1)OCC(=O)OC)O (6-chloro-3-hydroxy-2-(methoxycarbonyl)methoxypyridine), FC1=C(C=C(C(=C1)N1C(N(C(=CC1=O)C(F)(F)F)C)=O)F)[N+](=O)[O-] (2,5-difluoro-4-[3-methyl-2,6-dioxo-4-(trifluoromethyl)-1,2,3,6-tetrahydropyrimidin-1-yl]nitrobenzene), C([O-])([O-])=O.[K+].[K+] (potassium carbonate). Solvent: CN(C=O)C (N,N-dimethylformamide). Run at temperature 70 celsius, time 2 hour. Yields the product FC1=CC(=C(OC=2C(=NC(=CC2)Cl)OCC(=O)OC)C=C1N1C(N(C(=CC1=O)C(F)(F)F)C)=O)[N+](=O)[O-] (3-{4-fluoro-5-[3-methyl-2,6-dioxo-4-(trifluoromethyl)-1,2,3,6-tetrahydropyrimidin-1-yl]-2-nitrophenoxy}-6-chloro-2-(methoxycarbonyl)methoxypyridine). RXN SMILES: [Cl:1][C:2]1[N:7]=[C:6]([O:8][CH2:9][C:10]([O:12][CH3:13])=[O:11])[C:5]([OH:14])=[CH:4][CH:3]=1.F[C:16]1[CH:21]=[C:20]([N:22]2[C:27](=[O:28])[CH:26]=[C:25]([C:29]([F:32])([F:31])[F:30])[N:24]([CH3:33])[C:23]2=[O:34])[C:19]([F:35])=[CH:18][C:17]=1[N+:36]([O-:38])=[O:37].C(=O)([O-])[O-].[K+].[K+]>CN(C)C=O>[F:35][C:19]1[C:20]([N:22]2[C:27](=[O:28])[CH:26]=[C:25]([C:29]([F:32])([F:31])[F:30])[N:24]([CH3:33])[C:23]2=[O:34])=[CH:21][C:16]([O:14][C:5]2[C:6]([O:8][CH2:9][C:10]([O:12][CH3:13])=[O:11])=[N:7][C:2]([Cl:1])=[CH:3][CH:4]=2)=[C:17]([N+:36]([O-:38])=[O:37])[CH:18]=1 |f:2.3.4|. Procedure details: To a mixture of 6-chloro-3-hydroxy-2-(methoxycarbonyl)methoxypyridine, 2,5-difluoro-4-[3-methyl-2,6-dioxo-4-(trifluoromethyl)-1,2,3,6-tetrahydropyrimidin-1-yl]nitrobenzene and N,N-dimethylformamide is added potassium carbonate, and the mixture is stirred for 2 hours at 70° C. The reaction solution is cooled to room temperature, then, poured into ice water, and extracted with ethyl acetate. The organic layer is washed with saturated saline, dried over anhydrous magnesium sulfate, and concentrated...